Dataset: the Open Reaction Database (ORD), a public repository of structured organic reaction records. Task: describe an organic reaction: reactants, conditions, products, and yield Procedure details: Title compound was prepared using methods analogous to those described in Example 377 using (2-(pyrrolidin-1-yl)pyridine-3-yl)boronic acid and 5-(4-bromo-2-fluorophenyl)pyrazin-2-amine in Step B. MS (ESI): mass calcd. for C19H18FN5, 335.15; m/z found, 336.1 [M+H]+. 1H NMR (400 MHz, CDCl3) δ 8.61-8.56 (m, 1H), 8.22-8.17 (m, 1H), 8.12 (s, 1H), 7.97-7.88 (m, 1H), 7.45-7.38 (m, 1H), 7.29-7.23 (m, 1H), 7.21-7.14 (m, 1H), 6.75-6.67 (m, 1H), 4.67 (s, 2H), 3.28-3.10 (m, 4H), 1.87-1.73 (m, 4H). Reaction SMILES: [N:1]1([C:6]2[C:11](B(O)O)=[CH:10][CH:9]=[CH:8][N:7]=2)[CH2:5][CH2:4][CH2:3][CH2:2]1.Br[C:16]1[CH:21]=[CH:20][C:19]([C:22]2[N:23]=[CH:24][C:25]([NH2:28])=[N:26][CH:27]=2)=[C:18]([F:29])[CH:17]=1>>[F:29][C:18]1[CH:17]=[C:16]([C:11]2[C:6]([N:1]3[CH2:5][CH2:4][CH2:3][CH2:2]3)=[N:7][CH:8]=[CH:9][CH:10]=2)[CH:21]=[CH:20][C:19]=1[C:22]1[N:23]=[CH:24][C:25]([NH2:28])=[N:26][CH:27]=1. Product: FC1=C(C=CC(=C1)C=1C(=NC=CC1)N1CCCC1)C=1N=CC(=NC1)N (5-[2-Fluoro-4-(2-pyrrolidin-1-ylpyridin-3-yl)phenyl]pyrazin-2-amine). Reactants: N1(CCCC1)C1=NC=CC=C1B(O)O ((2-(pyrrolidin-1-yl)pyridine-3-yl)boronic acid), BrC1=CC(=C(C=C1)C=1N=CC(=NC1)N)F (5-(4-bromo-2-fluorophenyl)pyrazin-2-amine). Procedure: To a suspension of N-(4-cyclopentylphenyl)acetamide (Preparation 97, 18.5 g, 91.0 mmol) in acetic anhydride (148 mL, 1570 mmol) cooled in an ice/brine bath was added dropwise a solution of nitric acid (5.7 mL, 140 mmol) in acetic anhydride (40 mL, 400 mmol). After stirring for 4 hours, the reaction mixture was added water and extracted with methylene chloride (3×). The organic layers were combined, dried over anhydrous magnesium sulphate, filtered, and concentrated in vacuo. This provided produc... Reactants: C1(CCCC1)C1=CC=C(C=C1)NC(C)=O (N-(4-cyclopentylphenyl)acetamide), C(C)(=O)OC(C)=O (acetic anhydride), [N+](=O)(O)[O-] (nitric acid), C(C)(=O)OC(C)=O (acetic anhydride). The product is C1(CCCC1)C1=CC(=C(C=C1)NC(C)=O)[N+](=O)[O-] (N-(4-Cyclopentyl-2-nitrophenyl)acetamide). Run in O (water). Run at time 4 hour. RXN SMILES: [CH:1]1([C:6]2[CH:11]=[CH:10][C:9]([NH:12][C:13](=[O:15])[CH3:14])=[CH:8][CH:7]=2)[CH2:5][CH2:4][CH2:3][CH2:2]1.C(OC(=O)C)(=O)C.[N+:23]([O-])([OH:25])=[O:24]>O>[CH:1]1([C:6]2[CH:7]=[CH:8][C:9]([NH:12][C:13](=[O:15])[CH3:14])=[C:10]([N+:23]([O-:25])=[O:24])[CH:11]=2)[CH2:2][CH2:3][CH2:4][CH2:5]1. Starting materials: CC1CN(C(=O)OC(C)(C)C)CC2Cc3ccc(Br)nc3N12, CCOC(C)=O, CN1CCCC1=O, I[Cu]I, O=C([O-])C(F)(F)F, [Na+], O. The product is CC1CN(C(=O)OC(C)(C)C)CC2Cc3ccc(C(F)(F)F)nc3N12. Reaction SMILES: [C:1]([CH3:2])([CH3:3])([CH3:4])[O:5][C:6](=[O:7])[N:8]1[CH2:9][CH:10]2[CH2:11][c:12]3[cH:13][cH:14][c:15]([Br:22])[n:16][c:17]3[N:18]2[CH:19]([CH3:21])[CH2:20]1.[CH3:31][CH2:32][O:33][C:34](=[O:35])[CH3:36].[CH3:38][N:39]1[CH2:40][CH2:41][CH2:42][C:43]1=[O:44].[Cu:45]([I:46])[I:47].[F:23][C:24]([C:25]([O-:26])=[O:27])([F:28])[F:29].[Na+:30].[OH2:37]>>[C:1]([CH3:2])([CH3:3])([CH3:4])[O:5][C:6](=[O:7])[N:8]1[CH2:9][CH:10]2[CH2:11][c:12]3[cH:13][cH:14][c:15]([C:24]([F:23])([F:28])[F:29])[n:16][c:17]3[N:18]2[CH:19]([CH3:21])[CH2:20]1. Starting materials: BrC1=NC=C(N=C1F)C1=CC=C(C=C1)[C@@H]1CC[C@H](CC1)CCCCC (2-bromo-3-fluoro-5-[4-(trans-4-pentylcyclohexyl)phenyl]pyrazine), C(CCCCCCC)[Mg]Br (octylmagnesium bromide). Product: FC1=NC(=CN=C1CCCCCCCC)C1=CC=C(C=C1)[C@@H]1CC[C@H](CC1)CCCCC (2-fluoro-3-octyl-6-[4-(trans-4-pentylcyclohexyl)phenyl]pyrazine). The yield is 51.3%. RXN SMILES: Br[C:2]1[C:7]([F:8])=[N:6][C:5]([C:9]2[CH:14]=[CH:13][C:12]([C@H:15]3[CH2:20][CH2:19][C@H:18]([CH2:21][CH2:22][CH2:23][CH2:24][CH3:25])[CH2:17][CH2:16]3)=[CH:11][CH:10]=2)=[CH:4][N:3]=1.[CH2:26]([Mg]Br)[CH2:27][CH2:28][CH2:29][CH2:30][CH2:31][CH2:32][CH3:33]>>[F:8][C:7]1[C:2]([CH2:26][CH2:27][CH2:28][CH2:29][CH2:30][CH2:31][CH2:32][CH3:33])=[N:3][CH:4]=[C:5]([C:9]2[CH:14]=[CH:13][C:12]([C@H:15]3[CH2:20][CH2:19][C@H:18]([CH2:21][CH2:22][CH2:23][CH2:24][CH3:25])[CH2:17][CH2:16]3)=[CH:11][CH:10]=2)[N:6]=1. Procedure: In an analogous reaction to Example 1d, 2.75 g (6.80 mmol) of 2-bromo-3-fluoro-5-[4-(trans-4-pentylcyclohexyl)phenyl]pyrazine and 10.2 mmol of octylmagnesium bromide give 1.53 g of 2-fluoro-3-octyl-6-[4-(trans-4-pentylcyclohexyl)phenyl]pyrazine. ##STR21## The compound has the following phase sequence: The reactants are C(O)(O)=O.NNC(=N)N (Aminoguanidine bicarbonate), ClC1=C(C(=O)C#N)C=CC=C1Cl (2,3-dichlorobenzoyl cyanide). Solvent: S(O)(O)(=O)=O (sulphuric acid), C(C)#N (acetonitrile). Reaction conditions: temperature 25 celsius, time 45 hour. Yields the product ClC1=C(C=CC=C1Cl)/C(/C#N)=N/NC(=N)N ((Z)-2-(2,3-dichlorophenyl)-2-(guanidinoimino)acetonitrile). Yield: 66.0%. Reaction SMILES: C(=O)(O)O.[NH2:5][NH:6][C:7]([NH2:9])=[NH:8].[Cl:10][C:11]1[C:20]([Cl:21])=[CH:19][CH:18]=[CH:17][C:12]=1[C:13]([C:15]#[N:16])=O>S(=O)(=O)(O)O.C(#N)C>[Cl:10][C:11]1[C:20]([Cl:21])=[CH:19][CH:18]=[CH:17][C:12]=1/[C:13](=[N:5]/[NH:6][C:7]([NH2:9])=[NH:8])/[C:15]#[N:16] |f:0.1|. Procedure details: Aminoguanidine bicarbonate (1.75 moles) was dissolved in 9.3-10.0 M sulphuric acid solution. A solution of 2,3-dichlorobenzoyl cyanide (1 mole) in acetonitrile was added and the suspension stirred at 20-30° C. for 42-48 hours. The crude product was filtered and washed with water. The solid was added to sodium hydroxide solution below 35° C., then the product was filtered, washed with water and dried at 80-90° C. to obtain 1.5 as a yellow solid in 66% yield. Starting materials: O=C(CBr)Nc1cccnn1, CCOC(C)=O, CCCC(C)C, CC#N, O=C(OC1CN2CCC1CC2)C1(c2cccs2)CCCCCC1. Yields the product [Br-], O=C(C[N+]12CCC(CC1)C(OC(=O)C1(c3cccs3)CCCCCC1)C2)Nc1cccnn1. RXN SMILES: [Br:24][CH2:25][C:26](=[O:27])[NH:28][c:29]1[n:30][n:31][cH:32][cH:33][cH:34]1.[CH3:35][CH2:36][O:37][C:38](=[O:39])[CH3:40].[CH3:41][CH2:42][CH2:43][CH:44]([CH3:45])[CH3:46].[CH3:47][C:48]#[N:49].[N:1]12[CH2:2][CH:3]([O:9][C:10](=[O:11])[C:12]3([c:19]4[s:20][cH:21][cH:22][cH:23]4)[CH2:13][CH2:14][CH2:15][CH2:16][CH2:17][CH2:18]3)[CH:4]([CH2:5][CH2:6]1)[CH2:7][CH2:8]2>>[Br-:24].[N+:1]12([CH2:25][C:26](=[O:27])[NH:28][c:29]3[n:30][n:31][cH:32][cH:33][cH:34]3)[CH2:2][CH:3]([O:9][C:10](=[O:11])[C:12]3([c:19]4[s:20][cH:21][cH:22][cH:23]4)[CH2:13][CH2:14][CH2:15][CH2:16][CH2:17][CH2:18]3)[CH:4]([CH2:5][CH2:6]1)[CH2:7][CH2:8]2. Reactants: CN(C=O)C (dimethylformamide), C(C)OC(CBr)OCC (bromoacetaldehyde diethyl acetal), [H-].[Na+] (sodium hydride), C(CC(=O)OCC)(=O)OCC (diethyl malonate). Solvent: CCOCC (ether), CCCCCC (hexane), CCCCCC (hexane), ice water. Reaction conditions: time 10 minute. Product: C(C)OC(CC(C(=O)OCC)C(=O)OCC)OCC ((2,2-Diethoxy)Ethylmalonic Acid, Diethyl Ester). Isolated yield 79.9%. Reaction SMILES: [H-].[Na+].CN(C)C=O.[C:8]([O:16][CH2:17][CH3:18])(=[O:15])[CH2:9][C:10]([O:12][CH2:13][CH3:14])=[O:11].[CH2:19]([O:21][CH:22]([O:25][CH2:26][CH3:27])[CH2:23]Br)[CH3:20]>CCCCCC.CCOCC>[CH2:19]([O:21][CH:22]([O:25][CH2:26][CH3:27])[CH2:23][CH:9]([C:10]([O:12][CH2:13][CH3:14])=[O:11])[C:8]([O:16][CH2:17][CH3:18])=[O:15])[CH3:20] |f:0.1|. Reported procedure: A mixture of 10.6 gms (0.25 moles) sodium hydride 57% oil dispersion and 75 mL hexane was stirred under argon for 10 minutes. The hexane solvent was replaced by 125 mL of dry dimethylformamide, and to this suspension was added dropwise 40.5 gms (0.25 moles) diethyl malonate over 30 minutes. 49 gms (0.25 moles) bromoacetaldehyde diethyl acetal was then added dropwise over 20 minutes. After the addition was complete, the reaction mixture was stirred at 86 degrees Celsius for 18 hours, then cooled ...